Dataset: the Open Reaction Database (ORD), a public repository of structured organic reaction records. Task: describe an organic reaction: reactants, conditions, products, and yield Starting materials: Cc1cn(-c2ccc(N3CC(COS(C)(=O)=O)OC3=O)cc2F)cn1, CCOC(C)=O, [N-]=[N+]=[N-], [Na+], CN(C)C=O, C1COCCOCCOCCOCCOCCO1, O. Yields the product Cc1cn(-c2ccc(N3CC(CN=[N+]=[N-])OC3=O)cc2F)cn1. RXN SMILES: [CH3:23][S:24]([O:25][CH2:28][CH:29]1[CH2:30][N:31]([c:35]2[cH:36][c:37]([F:47])[c:38](-[n:41]3[cH:42][n:43][c:44]([CH3:46])[cH:45]3)[cH:39][cH:40]2)[C:32](=[O:34])[O:33]1)(=[O:26])=[O:27].[CH3:48][CH2:49][O:50][C:51](=[O:52])[CH3:53].[N-:2]=[N+:3]=[N-:4].[Na+:1].[O:54]=[CH:55][N:56]([CH3:57])[CH3:58].[O:5]1[CH2:6][CH2:7][O:8][CH2:9][CH2:10][O:11][CH2:12][CH2:13][O:14][CH2:15][CH2:16][O:17][CH2:18][CH2:19][O:20][CH2:21][CH2:22]1.[OH2:59]>>[N:2](=[N+:3]=[N-:4])[CH2:28][CH:29]1[CH2:30][N:31]([c:35]2[cH:36][c:37]([F:47])[c:38](-[n:41]3[cH:42][n:43][c:44]([CH3:46])[cH:45]3)[cH:39][cH:40]2)[C:32](=[O:34])[O:33]1. Reactants: CSSC (dimethyl disulfide), C(C)(C)(C)OC(=O)NC1=C(C=CC=C1)F (N-(t-butoxycarbonyl)-2-fluoroaniline), C(C)(C)(C)[Li] (t-butyl lithium), [OH-].[Na+] (sodium hydroxide). Solvent: O1CCCC1 (tetrahydrofuran), Cl (hydrochloric acid), O1CCCC1 (tetrahydrofuran). Run at temperature -78 celsius, time 2.5 hour. Yields the product FC1=C(N)C(=CC=C1)SC (2-fluoro-6-methylthioaniline). RXN SMILES: C(OC([NH:8][C:9]1[CH:14]=[CH:13][CH:12]=[CH:11][C:10]=1[F:15])=O)(C)(C)C.C([Li])(C)(C)C.[CH3:21][S:22]SC.[OH-].[Na+]>O1CCCC1.Cl>[F:15][C:10]1[CH:11]=[CH:12][CH:13]=[C:14]([S:22][CH3:21])[C:9]=1[NH2:8] |f:3.4|. Procedure details: A mixture of N-(t-butoxycarbonyl)-2-fluoroaniline (5.0 g, 24 mmoles) in anhydrous tetrahydrofuran (50 ml) was cooled to -78° C. under a nitrogen atmosphere. To this solution was added t-butyl lithium (2.0M, 57.6 mmoles, 28.8 ml) at such a rate that the temperature did not exceed -65° C. When the addition was complete, the mixture was stirred at -78° C. for an additional 15 minutes and at -20° C. for 2.5 hours. To this reaction mixture was added dimethyl disulfide (2.82 g, 30 mmoles) in 10 ml of ... Starting materials: 25, CC(=O)OCC1=C(N2[C@@H]([C@@H](C2=O)NC(=O)CCCC(=O)O)SC1)C(=O)O (glutaryl 7-aminocephalosporanic acid), ( 2 ), [OH-].[Na+] (NaOH). Run at time 1 hour. Yields the product CC(=O)OCC1=C(N2[C@@H]([C@@H](C2=O)N)SC1)C(=O)O (7-ACA). Reaction SMILES: [OH-].[Na+].[CH3:3][C:4]([O:6][CH2:7][C:8]1[CH2:25][S:24][C@@H:11]2[C@H:12]([NH:15]C(CCCC(O)=O)=O)[C:13](=[O:14])[N:10]2[C:9]=1[C:26]([OH:28])=[O:27])=[O:5]>>[CH3:3][C:4]([O:6][CH2:7][C:8]1[CH2:25][S:24][C@@H:11]2[C@H:12]([NH2:15])[C:13](=[O:14])[N:10]2[C:9]=1[C:26]([OH:28])=[O:27])=[O:5] |f:0.1|. Procedure: CC Acylase immobilized on HPA 25 (20 mL) and prepared in the above-mentioned (2) was packed in a column with a jacket, and 6.0 mg/mL glutaryl 7-aminocephalosporanic acid (GL7-ACA) solution (100 mL) was circulated for one hour at 20° C. at circulation flow rate of about 70 mL/min while adjusting the pH to 7.75 with NaOH, whereby 7-ACA was obtained. After the reaction, the reaction mixture in the column was pushed out with water and 7-ACA was recovered. The above-mentioned reaction was repeated 10... Reactants: O=C1c2ccccc2C(=O)C2CC=CCC12, Cc1ccccc1, [H][H]. The product is O=C1c2ccccc2C(=O)C2CCCCC12. RXN SMILES: [CH2:1]1[CH:2]=[CH:3][CH2:4][CH:5]2[C:6](=[O:16])[c:7]3[cH:8][cH:9][cH:10][cH:11][c:12]3[C:13](=[O:15])[CH:14]12.[CH3:19][c:20]1[cH:21][cH:22][cH:23][cH:24][cH:25]1.[H:17][H:18]>>[CH2:1]1[CH2:2][CH2:3][CH2:4][CH:5]2[C:6](=[O:16])[c:7]3[cH:8][cH:9][cH:10][cH:11][c:12]3[C:13](=[O:15])[CH:14]12.